This data is from the Open Reaction Database (ORD), a public repository of structured organic reaction records. The task is: describe an organic reaction: reactants, conditions, products, and yield The reactants are CC[N+](CC)(CC)CC, CN(C)c1ccccc1, CC#N, [Cl-], Nc1nc(=O)c2sc3c(c2[nH]1)CCCC3, O=P(Cl)(Cl)Cl. The product is Nc1nc(Cl)c2sc3c(c2n1)CCCC3. Reaction SMILES: [CH2:31]([N+:32]([CH2:33][CH3:34])([CH2:35][CH3:36])[CH2:37][CH3:38])[CH3:39].[CH3:16][N:17]([CH3:18])[c:19]1[cH:20][cH:21][cH:22][cH:23][cH:24]1.[CH3:40][C:41]#[N:42].[Cl-:30].[NH2:1][c:2]1[n:3][c:4](=[O:15])[c:5]2[c:6]([nH:7]1)[c:8]1[c:9]([s:10]2)[CH2:11][CH2:12][CH2:13][CH2:14]1.[P:25]([Cl:26])([Cl:27])([Cl:28])=[O:29]>>[NH2:1][c:2]1[n:3][c:4]([Cl:27])[c:5]2[c:6]([n:7]1)[c:8]1[c:9]([s:10]2)[CH2:11][CH2:12][CH2:13][CH2:14]1. The reactants are C(C=C)O[C@@H]1[C@H](C(O)O[C@@H]([C@@H]1OCC1=CC=CC=C1)COCC1=CC=CC=C1)OCC1=CC=CC=C1 (3-O-allyl-2,4,6-tri-O-benzyl-D-galactopyranose), CN(C=O)C (N,N-dimethylformamide), C(C(=O)Cl)(=O)Cl (oxalyl chloride). Solvent: ClCCl (dichloromethane), ice. The product is C(C=C)O[C@@H]1[C@H](C(O[C@@H]([C@@H]1OCC1=CC=CC=C1)COCC1=CC=CC=C1)Cl)OCC1=CC=CC=C1 (3-O-allyl-2,4,6-tri-O-benzyl-D-galactopyranosyl chloride). Reaction SMILES: [CH2:1]([O:4][C@H:5]1[C@@H:11]([O:12][CH2:13][C:14]2[CH:19]=[CH:18][CH:17]=[CH:16][CH:15]=2)[C@@H:10]([CH2:20][O:21][CH2:22][C:23]2[CH:28]=[CH:27][CH:26]=[CH:25][CH:24]=2)[O:9][CH:7](O)[C@@H:6]1[O:29][CH2:30][C:31]1[CH:36]=[CH:35][CH:34]=[CH:33][CH:32]=1)[CH:2]=[CH2:3].CN(C)C=O.C(Cl)(=O)C([Cl:45])=O>ClCCl>[CH2:1]([O:4][C@H:5]1[C@@H:11]([O:12][CH2:13][C:14]2[CH:19]=[CH:18][CH:17]=[CH:16][CH:15]=2)[C@@H:10]([CH2:20][O:21][CH2:22][C:23]2[CH:28]=[CH:27][CH:26]=[CH:25][CH:24]=2)[O:9][CH:7]([Cl:45])[C@@H:6]1[O:29][CH2:30][C:31]1[CH:36]=[CH:35][CH:34]=[CH:33][CH:32]=1)[CH:2]=[CH2:3]. Reported procedure: Compound Y (505 mg, 1.03 mmol) in dry dichloromethane (8 ml) was treated with N,N-dimethylformamide (0.55 ml) and oxalyl chloride (0.55 ml) at room temperature for 45 minutes. The mixture was diluted with ice-cold toluene (40 ml), then quickly washed with ice-cold water (6 ml) and ice-cold, saturated, aqueous sodium hydrogencarbonate (6 ml), dried (Na2SO4) and concentrated to give crude Z in quantitative yield. Starting materials: C(C1=CC=CC=C1)OC1=CC=2C3=C(C(=NC2C=C1)Cl)N=C(N3CC(C)C)COC (8-Benzyloxy-4-chloro-1-(2-methylpropyl)-2-methoxymethyl-1H-imidazo[4,5-c]quinoline), Br (hydrogen bromide), [OH-].[Na+] (NaOH). The solvent is C(C)(=O)O (acetic acid). The product is BrC1=NC=2C=CC(=CC2C2=C1N=C(N2CC(C)C)COC)O (4-bromo-1-(2-methylpropyl)-2-methoxymethyl-1H-imidazo[4,5-c]quinolin-8-ol). RXN SMILES: C([O:8][C:9]1[CH:18]=[CH:17][C:16]2[N:15]=[C:14](Cl)[C:13]3[N:20]=[C:21]([CH2:27][O:28][CH3:29])[N:22]([CH2:23][CH:24]([CH3:26])[CH3:25])[C:12]=3[C:11]=2[CH:10]=1)C1C=CC=CC=1.[OH-].[Na+].[BrH:32]>C(O)(=O)C>[Br:32][C:14]1[C:13]2[N:20]=[C:21]([CH2:27][O:28][CH3:29])[N:22]([CH2:23][CH:24]([CH3:26])[CH3:25])[C:12]=2[C:11]2[CH:10]=[C:9]([OH:8])[CH:18]=[CH:17][C:16]=2[N:15]=1 |f:1.2|. Procedure details: 8-Benzyloxy-4-chloro-1-(2-methylpropyl)-2-methoxymethyl-1H-imidazo[4,5-c]quinoline (2.73 g, 6.65 mmol) was stirred for 1 hour in 25 mL of 30% hydrogen bromide in acetic acid at 65° C. The reaction was cooled in an ice bath and aqueous NaOH (50%) was added to adjust the pH to 7. The precipitate was recovered by filtration and air dried to provide 2.75 g of 4-bromo-1-(2-methylpropyl)-2-methoxymethyl-1H-imidazo[4,5-c]quinolin-8-ol as a brown solid. Reactants: BrC=1C=CC(=C(C1)CNC(OC(C)(C)C)=O)C (1,1-Dimethylethyl [(5-bromo-2-methylphenyl)methyl]carbamate), [O-]P(=O)([O-])[O-].[K+].[K+].[K+] (K3PO4), CC(C)(C)[Si](OCC=1C=C(C=CC1)B(O)O)(C)C ([3-({[(1,1-dimethylethyl)(dimethyl)silyl]oxy}methyl)phenyl]boronic acid). The reagents and catalysts are CC(=O)[O-].CC(=O)[O-].[Pd+2] (Pd(OAc)2), C1(CCCCC1)P(C1=C(C2=CC=CC=C2C=C1)C1=C(C=CC2=CC=CC=C12)OC)C1CCCCC1 (dicyclohexyl[2′-(methyloxy)-1,1′-binaphthalen-2-yl]phosphane). Solvent: O1CCOCC1 (dioxane). Run at temperature 80 celsius. Product: CC(C)(C)[Si](OCC=1C=C(C=CC1)C1=CC(=C(C=C1)C)CNC(OC(C)(C)C)=O)(C)C (1,1-Dimethylethyl {[3′-({[(1,1-dimethylethyl)(dimethyl)silyl]oxy}methyl)-4-methyl-3-biphenylyl]methyl}carbamate). The yield is 90.6%. As a reaction SMILES: Br[C:2]1[CH:3]=[CH:4][C:5]([CH3:17])=[C:6]([CH2:8][NH:9][C:10](=[O:16])[O:11][C:12]([CH3:15])([CH3:14])[CH3:13])[CH:7]=1.[O-]P([O-])([O-])=O.[K+].[K+].[K+].[CH3:26][C:27]([Si:30]([CH3:43])([CH3:42])[O:31][CH2:32][C:33]1[CH:34]=[C:35](B(O)O)[CH:36]=[CH:37][CH:38]=1)([CH3:29])[CH3:28]>O1CCOCC1.CC([O-])=O.CC([O-])=O.[Pd+2].C1(P(C2CCCCC2)C2C=CC3C(=CC=CC=3)C=2C2C3C(=CC=CC=3)C=CC=2OC)CCCCC1>[CH3:29][C:27]([Si:30]([CH3:43])([CH3:42])[O:31][CH2:32][C:33]1[CH:34]=[C:35]([C:2]2[CH:3]=[CH:4][C:5]([CH3:17])=[C:6]([CH2:8][NH:9][C:10](=[O:16])[O:11][C:12]([CH3:15])([CH3:14])[CH3:13])[CH:7]=2)[CH:36]=[CH:37][CH:38]=1)([CH3:26])[CH3:28] |f:1.2.3.4,7.8.9|. Procedure details: 1,1-Dimethylethyl [(5-bromo-2-methylphenyl)methyl]carbamate (2.7 g, 9.0 mmol), Pd(OAc)2 (81 mg, 0.36 mmol), dicyclohexyl[2′-(methyloxy)-1,1′-binaphthalen-2-yl]phosphane (216 mg, 0.45 mmol) and K3PO4 (2.5 g, 11.7 mmol) were dissolved in dioxane (50 mL). The mixture was heated at 80° C. for 30 min, and then [3-({[(1,1-dimethylethyl)(dimethyl)silyl]oxy}methyl)phenyl]boronic acid (3.1 g, 11.7 mmol) was added. The mixture reaction was stirred at reflux for two days. The solvent was removed under redu... Reactants: O=C(O)c1cc(-c2ccc(C(F)(F)F)cc2)c(OCc2ccccc2)cc1O, Cc1noc(C(N)Cc2ccc(-c3ccc(F)c(Cl)c3)cc2)n1. Yields the product Cc1noc(C(Cc2ccc(-c3ccc(F)c(Cl)c3)cc2)NC(=O)c2cc(-c3ccc(C(F)(F)F)cc3)c(OCc3ccccc3)cc2O)n1. RXN SMILES: [CH2:1]([c:2]1[cH:3][cH:4][cH:5][cH:6][cH:7]1)[O:8][c:9]1[cH:10][c:11]([OH:28])[c:12]([C:25](=[O:26])[OH:27])[cH:13][c:14]1-[c:15]1[cH:16][cH:17][c:18]([C:21]([F:22])([F:23])[F:24])[cH:19][cH:20]1.[Cl:29][c:30]1[cH:31][c:32](-[c:37]2[cH:38][cH:39][c:40]([CH2:43][CH:44]([c:45]3[n:46][c:47]([CH3:50])[n:48][o:49]3)[NH2:51])[cH:41][cH:42]2)[cH:33][cH:34][c:35]1[F:36]>>[CH2:1]([c:2]1[cH:3][cH:4][cH:5][cH:6][cH:7]1)[O:8][c:9]1[cH:10][c:11]([OH:28])[c:12]([C:25](=[O:26])[NH:51][CH:44]([CH2:43][c:40]2[cH:39][cH:38][c:37](-[c:32]3[cH:31][c:30]([Cl:29])[c:35]([F:36])[cH:34][cH:33]3)[cH:42][cH:41]2)[c:45]2[n:46][c:47]([CH3:50])[n:48][o:49]2)[cH:13][c:14]1-[c:15]1[cH:16][cH:17][c:18]([C:21]([F:22])([F:23])[F:24])[cH:19][cH:20]1. Starting materials: C(C(=C)C)(=O)OC (methyl methacrylate), CC(C)NC(=O)C=C (NIPAM), N(=NC(C#N)(CC)C)C(C#N)(CC)C (2,2′-azobis(2-methylbutanenitrile)). Solvent: C(C)(=O)OCC (ethyl acetate). Reaction conditions: time 3 minute. Yields the product CC(C)NC(=O)C=C.C(C(=C)C)(=O)OC (NIPAM methyl methacrylate). Reaction SMILES: [C:1]([O:6][CH3:7])(=[O:5])[C:2]([CH3:4])=[CH2:3].[CH3:8][CH:9]([NH:11][C:12]([CH:14]=[CH2:15])=[O:13])[CH3:10].N(C(C)(CC)C#N)=NC(C)(CC)C#N>C(OCC)(=O)C>[CH3:8][CH:9]([NH:11][C:12]([CH:14]=[CH2:15])=[O:13])[CH3:10].[C:1]([O:6][CH3:7])(=[O:5])[C:2]([CH3:4])=[CH2:3] |f:4.5|. Reported procedure: A 25 ml reaction vessel was charged with 36 g ethyl acetate, 2.15 g (0.005 mol) TRIS, 1.58 g (0.016 mol) methyl methacrylate, 0.32 g (0.003 mol) NIPAM, and 0.078 g. 2,2′-azobis(2-methylbutanenitrile). After nitrogen flushing for 3 minutes, the vessel was closed and placed in an oil bath. The polymerization was run for 18 hours at 61-65° C. The polymer was precipitated into water and dried at room temperature (20° C.). The polymer was soluble in HMDS. Starting materials: ClC1=NC(=NC(=C1)C1=CN(C2=NC=CC=C21)S(=O)(=O)C2=CC=CC=C2)NC2CC(CCC2)N (N1-(4-chloro-6-(1-(phenylsulfonyl)-1H-pyrrolo[2,3-b]pyridin-3-yl)pyrimidin-2-yl)cyclohexane-1,3-diamine), C1(CC1)C(=O)Cl (cyclopropanecarbonyl chloride), CCN(C(C)C)C(C)C (Hunig's base). Run in O (water), C1CCOC1 (THF). Conditions: temperature 90 celsius. The product is C(C)(=O)[O-].[NH4+] (ammonium acetate), ClC1=NC(=NC(=C1)C1=CNC2=NC=CC=C21)NC2CC(CCC2)NC(=O)C2CC2 (N-(3-{[4-chloro-6-(1H-pyrrolo[2,3-b]pyridin-3-yl)pyrimidin-2-yl]amino}cyclohexyl)cyclopropanecarboxamide). The yield is 15.3%. As a reaction SMILES: [Cl:1][C:2]1[CH:7]=[C:6]([C:8]2[C:16]3[C:11](=[N:12][CH:13]=[CH:14][CH:15]=3)[N:10](S(C3C=CC=CC=3)(=O)=[O:18])[CH:9]=2)[N:5]=[C:4]([NH:26][CH:27]2[CH2:32][CH2:31][CH2:30][CH:29]([NH2:33])[CH2:28]2)[N:3]=1.[CH:34]1([C:37](Cl)=[O:38])[CH2:36][CH2:35]1.CCN(C(C)C)C(C)C>C1COCC1.O>[C:37]([O-:38])(=[O:18])[CH3:34].[NH4+:3].[Cl:1][C:2]1[CH:7]=[C:6]([C:8]2[C:16]3[C:11](=[N:12][CH:13]=[CH:14][CH:15]=3)[NH:10][CH:9]=2)[N:5]=[C:4]([NH:26][CH:27]2[CH2:32][CH2:31][CH2:30][CH:29]([NH:33][C:37]([CH:34]3[CH2:36][CH2:35]3)=[O:38])[CH2:28]2)[N:3]=1 |f:5.6|. Procedure: To a mixture of Example 270a (350 mg, crude, ˜0.414 mmol) and cyclopropanecarbonyl chloride (43.3 mg, 0.414 mmol), Hunig's base (0.217 mL, 1.242 mmol) in THF (4 ml) was stirred at room temperature for 2 hours and then concentrated in vacuo. To the residue was added dioxane (5 mL) and NaOH (20%, 0.8 mL) and heated at 90° C. for 3 hours. The reaction mixture was concentrated and purified by reverse-phase HPLC performed on a Phenomenex Luna C8 AXIA column (30×75 mm, 100 Å) using a gradient of 10% t... The reactants are CN(C(C(N1N=C(C(=C1)C)C1=CC=CC=C1)C)=O)C (N,N,α,4-tetramethyl-3-phenylpyrazole-1-acetamide), C(C)I (ethyl iodide). The product is CN(C(=O)C1(CC1)N1N=C(C(=C1)C)C1=CC=CC=C1)C (N,N-dimethyl-1-(4-methyl-3-phenylpyrazole-1-yl)cyclopropanecarboxamide). RXN SMILES: [CH3:1][N:2]([CH3:19])[C:3](=[O:18])[CH:4]([CH3:17])[N:5]1[CH:9]=[C:8]([CH3:10])[C:7]([C:11]2[CH:16]=[CH:15][CH:14]=[CH:13][CH:12]=2)=[N:6]1.[CH2:20](I)C>>[CH3:19][N:2]([CH3:1])[C:3]([C:4]1([N:5]2[CH:9]=[C:8]([CH3:10])[C:7]([C:11]3[CH:16]=[CH:15][CH:14]=[CH:13][CH:12]=3)=[N:6]2)[CH2:20][CH2:17]1)=[O:18]. Procedure details: Following the procedure of Example 95, but substituting α-(2-chloroethyl)-N,N,4-trimethyl-3-phenylpyrazole-1-acetamide (prepared in Example 45) for N,N,α,4-tetramethyl-3-phenylpyrazole-1-acetamide and without addition of ethyl iodide there was obtained N,N-dimethyl-1-(4-methyl-3-phenylpyrazole-1-yl)cyclopropanecarboxamide, m.p. 52°-55° C.